This data is from the Open Reaction Database (ORD), a public repository of structured organic reaction records. The task is: describe an organic reaction: reactants, conditions, products, and yield Starting materials: Cc1ccccc1N1c2ccccc2N(CCN2CCN(C(=O)OC(C)(C)C)CC2)S1(=O)=O, ClCCl, Cl, C1COCCO1. Yields the product Cc1ccccc1N1c2ccccc2N(CCN2CCNCC2)S1(=O)=O. Reaction SMILES: [CH3:1][c:2]1[c:3]([N:8]2[S:9](=[O:32])(=[O:33])[N:10]([CH2:17][CH2:18][N:19]3[CH2:20][CH2:21][N:22]([C:25]([O:26][C:27]([CH3:28])([CH3:29])[CH3:30])=[O:31])[CH2:23][CH2:24]3)[c:11]3[c:12]2[cH:13][cH:14][cH:15][cH:16]3)[cH:4][cH:5][cH:6][cH:7]1.[Cl:35][CH2:36][Cl:37].[ClH:34].[O:38]1[CH2:39][CH2:40][O:41][CH2:42][CH2:43]1>>[CH3:1][c:2]1[c:3]([N:8]2[S:9](=[O:32])(=[O:33])[N:10]([CH2:17][CH2:18][N:19]3[CH2:20][CH2:21][NH:22][CH2:23][CH2:24]3)[c:11]3[c:12]2[cH:13][cH:14][cH:15][cH:16]3)[cH:4][cH:5][cH:6][cH:7]1. Reactants: CN1N=CC2=CC(=CC=C12)C=1C(NC=CC1)=O (3-(1-methyl-1H-indazol-5-yl)pyridin-2(1H)-one), BrC=1SC2=C(N1)C=C(C(=C2C2=CC=C(C=C2)Cl)[C@@H](C(=O)OC)OC(C)(C)C)C ((S)-methyl 2-(2-bromo-7-(4-chlorophenyl)-5-methylbenzo[d]thiazol-6-yl)-2-tert-butoxyacetate), CN[C@H]1[C@@H](CCCC1)NC (trans-N1,N2-dimethylcyclohexane-1,2-diamine), C([O-])([O-])=O.[K+].[K+] (potassium carbonate). Reagents/catalysts: [Cu]I (copper(I) iodide). The solvent is CN(C)C=O (DMF). Run at temperature 110 celsius. The product is C(C)(C)(C)O[C@H](C(=O)OC)C1=C(C2=C(N=C(S2)N2C(C(=CC=C2)C=2C=C3C=NN(C3=CC2)C)=O)C=C1C)C1=CC=C(C=C1)Cl ((S)-methyl 2-tert-butoxy-2-(7-(4-chlorophenyl)-5-methyl-2-(3-(1-methyl-1H-indazol-5-yl)-2-oxopyridin-1(2H)-yl)benzo[d]thiazol-6-yl)acetate). Reaction SMILES: [CH3:1][N:2]1[C:10]2[C:5](=[CH:6][C:7]([C:11]3[C:12](=[O:17])[NH:13][CH:14]=[CH:15][CH:16]=3)=[CH:8][CH:9]=2)[CH:4]=[N:3]1.Br[C:19]1[S:20][C:21]2[C:27]([C:28]3[CH:33]=[CH:32][C:31]([Cl:34])=[CH:30][CH:29]=3)=[C:26]([C@H:35]([O:40][C:41]([CH3:44])([CH3:43])[CH3:42])[C:36]([O:38][CH3:39])=[O:37])[C:25]([CH3:45])=[CH:24][C:22]=2[N:23]=1.CN[C@@H]1CCCC[C@H]1NC.C(=O)([O-])[O-].[K+].[K+]>CN(C=O)C.[Cu]I>[C:41]([O:40][C@@H:35]([C:26]1[C:25]([CH3:45])=[CH:24][C:22]2[N:23]=[C:19]([N:13]3[CH:14]=[CH:15][CH:16]=[C:11]([C:7]4[CH:6]=[C:5]5[C:10](=[CH:9][CH:8]=4)[N:2]([CH3:1])[N:3]=[CH:4]5)[C:12]3=[O:17])[S:20][C:21]=2[C:27]=1[C:28]1[CH:29]=[CH:30][C:31]([Cl:34])=[CH:32][CH:33]=1)[C:36]([O:38][CH3:39])=[O:37])([CH3:44])([CH3:42])[CH3:43] |f:3.4.5|. Procedure: To a solution of 3-(1-methyl-1H-indazol-5-yl)pyridin-2(1H)-one (13.0 mg, 0.055 mmol), (S)-methyl 2-(2-bromo-7-(4-chlorophenyl)-5-methylbenzo[d]thiazol-6-yl)-2-tert-butoxyacetate (22 mg, 0.046 mmol), trans-N1,N2-dimethylcyclohexane-1,2-diamine (9 μL, 0.055 mmol) and potassium carbonate (13 mg, 0.091 mmol) in DMF (0.5 mL) was added copper(I) iodide (5.0 mg, 0.026 mmol). The mixture was degassed with N2 for 5 minutes and then heated at 110° C. for 3 h. The mixture was then diluted with EtOAc, extra... Reported procedure: Prepared by Procedure E and Scheme M using N-(3-{1-[5-(3-fluorophenyl)-5-oxopentyl]-4-piperidinyl}phenyl)-2-methylpropanamide and 1-naphthylhydrazine hydrochloride: ESMS m/e: 548.2 (M+H)+. As a reaction SMILES: [F:1][C:2]1[CH:3]=[C:4]([C:8](=O)[CH2:9][CH2:10][CH2:11][CH2:12][N:13]2[CH2:18][CH2:17][CH:16]([C:19]3[CH:20]=[C:21]([NH:25][C:26](=[O:30])[CH:27]([CH3:29])[CH3:28])[CH:22]=[CH:23][CH:24]=3)[CH2:15][CH2:14]2)[CH:5]=[CH:6][CH:7]=1.Cl.[C:33]1([NH:43]N)[C:42]2[C:37](=[CH:38][CH:39]=[CH:40][CH:41]=2)[CH:36]=[CH:35][CH:34]=1>>[F:1][C:2]1[CH:3]=[C:4]([C:8]2[NH:43][C:33]3[C:34]([C:9]=2[CH2:10][CH2:11][CH2:12][N:13]2[CH2:18][CH2:17][CH:16]([C:19]4[CH:20]=[C:21]([NH:25][C:26](=[O:30])[CH:27]([CH3:29])[CH3:28])[CH:22]=[CH:23][CH:24]=4)[CH2:15][CH2:14]2)=[CH:35][CH:36]=[C:37]2[CH:38]=[CH:39][CH:40]=[CH:41][C:42]=32)[CH:5]=[CH:6][CH:7]=1 |f:1.2|. Reactants: FC=1C=C(C=CC1)C(CCCCN1CCC(CC1)C=1C=C(C=CC1)NC(C(C)C)=O)=O (N-(3-{1-[5-(3-fluorophenyl)-5-oxopentyl]-4-piperidinyl}phenyl)-2-methylpropanamide), Cl.C1(=CC=CC2=CC=CC=C12)NN (1-naphthylhydrazine hydrochloride). Product: FC=1C=C(C=CC1)C=1NC2=C3C(=CC=C2C1CCCN1CCC(CC1)C=1C=C(C=CC1)NC(C(C)C)=O)C=CC=C3 (N-[3-(1-{3-[2-(3-FLUOROPHENYL)-1H-BENZO[G]INDOL-3-YL]PROPYL}-4-PIPERIDINYL)PHENYL]-2-METHYLPROPANAMIDE). The reactants are [NH4+].[Cl-] (NH4Cl), S(=O)(=O)(C)Cl (Mesyl chloride), C(C)(C)(C)OC(NCC(CCO)C1=C(C=C(C=C1)Br)C)=O ([2-(4-bromo-2-methyl-phenyl)-4-hydroxy-butyl]-carbamic acid tert-butyl ester), TEA. The solvent is C(Cl)Cl (DCM). Conditions: temperature -78 celsius, time 1 hour. The product is BrC1=CC(=C(C=C1)C(CCOS(=O)(=O)C)CNC(=O)OC(C)(C)C)C (methanesulfonic acid 3-(4-bromo-2-methyl-phenyl)-4-tert-butoxycarbonylamino-butyl ester). Reaction SMILES: [S:1](Cl)([CH3:4])(=[O:3])=[O:2].[C:6]([O:10][C:11](=[O:26])[NH:12][CH2:13][CH:14]([C:18]1[CH:23]=[CH:22][C:21]([Br:24])=[CH:20][C:19]=1[CH3:25])[CH2:15][CH2:16][OH:17])([CH3:9])([CH3:8])[CH3:7].[NH4+].[Cl-]>C(Cl)Cl>[Br:24][C:21]1[CH:22]=[CH:23][C:18]([CH:14]([CH2:13][NH:12][C:11]([O:10][C:6]([CH3:8])([CH3:9])[CH3:7])=[O:26])[CH2:15][CH2:16][O:17][S:1]([CH3:4])(=[O:3])=[O:2])=[C:19]([CH3:25])[CH:20]=1 |f:2.3|. Procedure details: Mesyl chloride (7.53 mL, 0.09726 mol) was added, at −78° C., to a solution of [2-(4-bromo-2-methyl-phenyl)-4-hydroxy-butyl]-carbamic acid tert-butyl ester (30.3 g, 0.08457 mol) in DCM (600 mL) followed by TEA (27 mL, 0.1945 mol). The reaction mixture was stirred at −78° C. for 1 hour, then allowed to reach room temperature with stirring for an additional hour. A saturated aqueous solution of NH4Cl was added, and the resulting mixture was extracted with DCM. The combined organic extracts were dri... The reactants are N1N=CC2=CC(=CC=C12)C1CCN(CC1)C(=O)OC(C)(C)C (tert-butyl 4-(1H-indazol-5-yl)piperidine-1-carboxylate), BrC1=CC=C(C=C1)C#C[Si](C)(C)C (((4-bromophenyl)ethynyl)trimethylsilane), BrC1=CC=C(C=C1)C#C[Si](C)(C)C (((4-bromophenyl)ethynyl)trimethylsilane). The product is C[Si](C)(C)C#CC1=CC=C(C=C1)C1CCN(CC1)C(=O)OC(C)(C)C (t-Butyl 4-(4-((trimethylsilyl)ethynyl)phenyl)piperidine-1-carboxylate). The yield is 67.0%. RXN SMILES: N1C2C(=CC([CH:10]3[CH2:15][CH2:14][N:13]([C:16]([O:18][C:19]([CH3:22])([CH3:21])[CH3:20])=[O:17])[CH2:12][CH2:11]3)=CC=2)C=N1.Br[C:24]1[CH:29]=[CH:28][C:27]([C:30]#[C:31][Si:32]([CH3:35])([CH3:34])[CH3:33])=[CH:26][CH:25]=1>>[CH3:33][Si:32]([C:31]#[C:30][C:27]1[CH:28]=[CH:29][C:24]([CH:10]2[CH2:15][CH2:14][N:13]([C:16]([O:18][C:19]([CH3:21])([CH3:22])[CH3:20])=[O:17])[CH2:12][CH2:11]2)=[CH:25][CH:26]=1)([CH3:34])[CH3:35]. Procedure details: The title compound was prepared using standard chemical manipulations and procedures similar to those used for the preparation of compound 62.4, except ((4-bromophenyl)ethynyl)trimethylsilane (compound 76.1, 850 mg, 3.36 mmol) was used in place of 5-bromo-1H-indazole to yield the title compound as a yellow oil (0.80 g, 67%).